The task is: describe an organic reaction: reactants, conditions, products, and yield. This data is from the Open Reaction Database (ORD), a public repository of structured organic reaction records. Reactants: CN1CCNCC1, COC(=O)C1=CC(=CC(=C1)Br)[N+](=O)[O-]. Reagents/catalysts: C(=O)([O-])[O-].[Cs+].[Cs+], CC1(C2=C(C(=CC=C2)P(C3=CC=CC=C3)C4=CC=CC=C4)OC5=C1C=CC=C5P(C6=CC=CC=C6)C7=CC=CC=C7)C, C1=CC=C(C=C1)/C=C/C(=O)/C=C/C2=CC=CC=C2.C1=CC=C(C=C1)/C=C/C(=O)/C=C/C2=CC=CC=C2.C1=CC=C(C=C1)/C=C/C(=O)/C=C/C2=CC=CC=C2.[Pd].[Pd]. The solvent is C1COCCO1. Reaction conditions: temperature 110 celsius. Product: CN1CCN(CC1)C2=CC(=CC(=C2)C(=O)OC)[N+](=O)[O-]. Yield: 65.2%. Procedure details: To the stirred suspension ofmethyl 3-bromo-5-nitrobenzoate (2 g, 7.69 mmol) , cesium carbonate (12.53 g, 38.46 mmol) and (9,9-dimethyl-9H-xanthene-4,5-diyl)bis(diphenylphosphine) (0.111 g, 0.19 mmol) in Dioxane (12 mL) (degassed with N2) was added pd (dba)3 (0.176 g, 0.19 mmol) and cesium carbonate (12.53 g, 38.46 mmol) AND rxn was heated at 110 ºC for 1 hr in microwaved.  LCMS showed the m+1= 280.  The crude raection mixture was filtered over celite. The filtrate was concentarted. The crude sol... Product: C(#N)C=1C=C2C=CC(=CC2=CC1)C(=O)Cl (6-Cyano-naphthalene-2-carbonyl chloride). Reaction SMILES: [C:1]([C:3]1[CH:4]=[C:5]2[C:10](=[CH:11][CH:12]=1)[CH:9]=[C:8]([C:13]([OH:15])=O)[CH:7]=[CH:6]2)#[N:2].S(Cl)([Cl:18])=O.S([O-])([O-])(=O)=O.[Ca+2]>CN(C=O)C>[C:1]([C:3]1[CH:4]=[C:5]2[C:10](=[CH:11][CH:12]=1)[CH:9]=[C:8]([C:13]([Cl:18])=[O:15])[CH:7]=[CH:6]2)#[N:2] |f:2.3|. Reported procedure: A mixture of 6-cyano-naphthalene-2-carboxylic acid (250.00 mg, 1.27 mmol), thionyl chloride (15 mL), and a few drops of DMF was refluxed for two hours under a condenser equipped with a drying tube containing anhydrous calcium sulfate. The thionyl chloride was then removed by high vacuum distillation, yielding a quantitative yield of a yellow solid. This material was not characterized, and was carried on without further purification. Reagents/catalysts: CN(C)C=O (DMF). Reactants: C(#N)C=1C=C2C=CC(=CC2=CC1)C(=O)O (6-cyano-naphthalene-2-carboxylic acid), S(=O)(Cl)Cl (thionyl chloride), S(=O)(=O)([O-])[O-].[Ca+2] (calcium sulfate). The reactants are [Al+3], CCOC(=O)C1=C(c2ccc3c(c2)C(C)(C)CCC3(C)C)CCCC1, CCOCC, [H-], [H-], [H-], [H-], [Li+], O. The product is CC1(C)CCC(C)(C)c2cc(C3=C(CO)CCCC3)ccc21. As a reaction SMILES: [Al+3:27].[CH3:1][C:2]1([CH3:25])[c:3]2[cH:4][cH:5][c:6]([C:14]3=[C:15]([C:20](=[O:21])[O:22][CH2:23][CH3:24])[CH2:16][CH2:17][CH2:18][CH2:19]3)[cH:7][c:8]2[C:9]([CH3:12])([CH3:13])[CH2:10][CH2:11]1.[CH3:33][CH2:34][O:35][CH2:36][CH3:37].[H-:26].[H-:29].[H-:30].[H-:31].[Li+:28].[OH2:32]>>[CH3:1][C:2]1([CH3:25])[c:3]2[cH:4][cH:5][c:6]([C:14]3=[C:15]([CH2:20][OH:21])[CH2:16][CH2:17][CH2:18][CH2:19]3)[cH:7][c:8]2[C:9]([CH3:12])([CH3:13])[CH2:10][CH2:11]1.